Dataset: the Open Reaction Database (ORD), a public repository of structured organic reaction records. Task: describe an organic reaction: reactants, conditions, products, and yield The reactants are CO, COC(=O)c1ccc(S(=O)(=O)N(Cc2ccc(OC(F)(F)F)cc2)c2nc3ccc(F)cn3c2C)cc1, [Na+], [OH-]. The product is Cc1c(N(Cc2ccc(OC(F)(F)F)cc2)S(=O)(=O)c2ccc(C(=O)[O-])cc2)nc2ccc(F)cn12, [Na+]. Reaction SMILES: [CH3:40][OH:41].[F:1][c:2]1[cH:3][cH:4][c:5]2[n:6]([cH:7]1)[c:8]([CH3:37])[c:9]([N:11]([S:12](=[O:13])(=[O:14])[c:15]1[cH:16][cH:17][c:18]([C:19](=[O:20])[O:21][CH3:22])[cH:23][cH:24]1)[CH2:25][c:26]1[cH:27][cH:28][c:29]([O:32][C:33]([F:34])([F:35])[F:36])[cH:30][cH:31]1)[n:10]2.[Na+:39].[OH-:38]>>[F:1][c:2]1[cH:3][cH:4][c:5]2[n:6]([cH:7]1)[c:8]([CH3:37])[c:9]([N:11]([S:12](=[O:13])(=[O:14])[c:15]1[cH:16][cH:17][c:18]([C:19](=[O:20])[O-:21])[cH:23][cH:24]1)[CH2:25][c:26]1[cH:27][cH:28][c:29]([O:32][C:33]([F:34])([F:35])[F:36])[cH:30][cH:31]1)[n:10]2.[Na+:39]. Starting materials: O1C=CC=C1 (furan), C(C=C)(=O)OCC (ethyl acrylate), C(C)(=O)OCC (ethyl acetate). The reagents and catalysts are [I-].[Zn+2].[I-] (zinc iodide). Run at temperature 40 celsius. Yields the product [C@H]12[C@@H](C[C@H](C=C1)O2)C(=O)OCC ((1R,2R,4R)-ethyl 7-oxabicyclo[2.2.1]hept-5-ene-2-carboxylate). Isolated yield 46.5%. Reaction SMILES: O1C=CC=C1.[C:6]([O:10][CH2:11][CH3:12])(=O)[CH:7]=[CH2:8].[C:13]([O:16][CH2:17][CH3:18])(=[O:15])[CH3:14]>[I-].[Zn+2].[I-]>[C@@H:6]12[O:10][C@@H:11]([CH:8]=[CH:7]1)[CH2:12][C@H:14]2[C:13]([O:16][CH2:17][CH3:18])=[O:15] |f:3.4.5|. Reported procedure: A flask was charged with zinc iodide (1.010 ml, 14.98 mmol), then heated with a heat gun under high vacuum for 5 minutes. The flask was charged with furan (5.09 ml, 69.9 mmol) and ethyl acrylate (5.43 ml, 49.9 mmol), then covered in foil and heated at 40° C. for 48 hours. The solution was then diluted with ethyl acetate and washed with 10% aqueous Na2SO3. After drying with Na2SO4 and filtration, the solvents were removed under reduced pressure then purified by silica gel chromatography (RediSep ...